This data is from the Open Reaction Database (ORD), a public repository of structured organic reaction records. The task is: describe an organic reaction: reactants, conditions, products, and yield Conditions: time 3 hour. Reactants: COC([C@H](CC1=CC=C(C=C1)C1=C(C=CC=C1)OC1=CC=CC=C1)NC(C1=C(C=CC(=C1)Cl)N)=O)=O ((S)-2(2-amino-5-chloro-benzoylamino)-3-(2′-phenoxy-biphenyl-4-yl)propionic acid methyl ester), N1=CC=CC=C1 (pyridine), CN(C1=C2C=CC=C(C2=CC=C1)S(=O)(=O)Cl)C (5-Dimethylamino-naphthalene-1-sulfonyl chloride). Product: COC([C@H](CC1=CC=C(C=C1)C1=C(C=CC=C1)OC1=CC=CC=C1)NC(C1=C(C=CC(=C1)Cl)NS(=O)(=O)C1=CC=CC2=C(C=CC=C12)N(C)C)=O)=O ((2S)-[5-chloro-2-(5-dimethylamino-naphthalene-1-sulfonylamino)-benzoylamino]-3-(2′-phenoxy-biphenyl-4-yl)-propionic acid methyl ester). Isolated yield 68.1%. Procedure details: To a stirring solution of (S)-2(2-amino-5-chloro-benzoylamino)-3-(2′-phenoxy-biphenyl-4-yl)propionic acid methyl ester (100 mg, 0.2 mmol) prepared above dissolved in DCM containing pyridine (31.6 mg, 0.4 mmol), was added 5-Dimethylamino-naphthalene-1-sulfonyl chloride (59.1 mg, 0.0.22 mmol) at 0° C. The reaction mixture was stirred at rt for 3 h, extracted with DCM, washed with 1M HCl and brine evaporation followed by column chromatography purification (silica, CH2Cl2) giving (2S)-[5-chloro-2-(5... Run in C(Cl)Cl (DCM). Reaction SMILES: [CH3:1][O:2][C:3](=[O:36])[C@@H:4]([NH:25][C:26](=[O:35])[C:27]1[CH:32]=[C:31]([Cl:33])[CH:30]=[CH:29][C:28]=1[NH2:34])[CH2:5][C:6]1[CH:11]=[CH:10][C:9]([C:12]2[CH:17]=[CH:16][CH:15]=[CH:14][C:13]=2[O:18][C:19]2[CH:24]=[CH:23][CH:22]=[CH:21][CH:20]=2)=[CH:8][CH:7]=1.N1C=CC=CC=1.[CH3:43][N:44]([CH3:59])[C:45]1[CH:54]=[CH:53][CH:52]=[C:51]2[C:46]=1[CH:47]=[CH:48][CH:49]=[C:50]2[S:55](Cl)(=[O:57])=[O:56]>C(Cl)Cl>[CH3:1][O:2][C:3](=[O:36])[C@@H:4]([NH:25][C:26](=[O:35])[C:27]1[CH:32]=[C:31]([Cl:33])[CH:30]=[CH:29][C:28]=1[NH:34][S:55]([C:50]1[C:51]2[C:46](=[C:45]([N:44]([CH3:59])[CH3:43])[CH:54]=[CH:53][CH:52]=2)[CH:47]=[CH:48][CH:49]=1)(=[O:57])=[O:56])[CH2:5][C:6]1[CH:7]=[CH:8][C:9]([C:12]2[CH:17]=[CH:16][CH:15]=[CH:14][C:13]=2[O:18][C:19]2[CH:24]=[CH:23][CH:22]=[CH:21][CH:20]=2)=[CH:10][CH:11]=1.